This data is from the Open Reaction Database (ORD), a public repository of structured organic reaction records. The task is: describe an organic reaction: reactants, conditions, products, and yield Product: COC1=CC=C(C=C1)C1=C(OC=2N=CN=C(C21)NC2=CC=C(C=C2)CCCC(=O)O)C2=CC=CC=C2 (4-(4-{[5-(4-Methoxyphenyl)-6-phenylfuro[2,3-d]pyrimidin-4-yl]amino}phenyl)butanoic acid). Starting materials: COC(CCCC1=CC=C(C=C1)NC=1C2=C(N=CN1)OC(=C2C2=CC=C(C=C2)OC)C2=CC=CC=C2)=O (4-(4-{[5-(4-methoxyphenyl)-6-phenylfuro[2,3-d]pyrimidin-4-yl]amino}phenyl)butanoic acid methyl ester), [OH-].[Na+] (sodium hydroxide). Run at temperature 50 celsius, time 1 hour. Procedure details: Dissolve 175.6 mg (0.356 mmol) of 4-(4-{[5-(4-methoxyphenyl)-6-phenylfuro[2,3-d]pyrimidin-4-yl]amino}phenyl)butanoic acid methyl ester in 3.5 ml of THF, add 1.07 ml of 1N sodium hydroxide solution at RT and stir at 50° C. for 1 h. Cool to RT and remove the THF under reduced pressure. Add water to the residue, and then 1N hydrochloric acid. Filter off the precipitated solid, wash repeatedly with water and dry at 40° C. under reduced pressure overnight. 130 mg (76.2% of theory) of the target compo... Solvent: C1CCOC1 (THF). Reaction SMILES: C[O:2][C:3](=[O:37])[CH2:4][CH2:5][CH2:6][C:7]1[CH:12]=[CH:11][C:10]([NH:13][C:14]2[C:15]3[C:22]([C:23]4[CH:28]=[CH:27][C:26]([O:29][CH3:30])=[CH:25][CH:24]=4)=[C:21]([C:31]4[CH:36]=[CH:35][CH:34]=[CH:33][CH:32]=4)[O:20][C:16]=3[N:17]=[CH:18][N:19]=2)=[CH:9][CH:8]=1.[OH-].[Na+]>C1COCC1>[CH3:30][O:29][C:26]1[CH:25]=[CH:24][C:23]([C:22]2[C:15]3[C:14]([NH:13][C:10]4[CH:11]=[CH:12][C:7]([CH2:6][CH2:5][CH2:4][C:3]([OH:37])=[O:2])=[CH:8][CH:9]=4)=[N:19][CH:18]=[N:17][C:16]=3[O:20][C:21]=2[C:31]2[CH:36]=[CH:35][CH:34]=[CH:33][CH:32]=2)=[CH:28][CH:27]=1 |f:1.2|. The reactants are C(=O)(C(F)(F)F)O (TFA), C(C)OC(C(C(C1=CC2=CC=C(C=C2C=C1)OCC1=CC(=NC2=CC=CC=C12)C)O)(C)C)=O (3-Hydroxy-2,2-dimethyl-3-[6-(2-methyl-quinolin-4-ylmethoxy)-naphthalen-2-yl]-propionic acid ethyl ester), C[O-].[Na+].Cl.ON.CO (sodium methoxide hydroxyl amine HCl methanol). Conditions: temperature 0 celsius, time 0.5 hour. Product: C(=O)(C(F)(F)F)O (TFA), OC(C(C(=O)NO)(C)C)C1=CC2=CC=C(C=C2C=C1)OCC1=CC(=NC2=CC=CC=C12)C (3,N-Dihydroxy-2,2-dimethyl-3-[6-(2-methyl-quinolin-4-ylmethoxy)-naphthalen-2-yl]-propionamide). Isolated yield 59.0%. Reaction SMILES: C(O[C:4](=[O:33])[C:5]([CH3:32])([CH3:31])[CH:6]([OH:30])[C:7]1[CH:16]=[CH:15][C:14]2[C:9](=[CH:10][CH:11]=[C:12]([O:17][CH2:18][C:19]3[C:28]4[C:23](=[CH:24][CH:25]=[CH:26][CH:27]=4)[N:22]=[C:21]([CH3:29])[CH:20]=3)[CH:13]=2)[CH:8]=1)C.C[O-].[Na+].Cl.[OH:38][NH2:39].CO.[C:42]([OH:48])([C:44]([F:47])([F:46])[F:45])=[O:43]>>[C:42]([OH:48])([C:44]([F:47])([F:46])[F:45])=[O:43].[OH:30][CH:6]([C:7]1[CH:16]=[CH:15][C:14]2[C:9](=[CH:10][CH:11]=[C:12]([O:17][CH2:18][C:19]3[C:28]4[C:23](=[CH:24][CH:25]=[CH:26][CH:27]=4)[N:22]=[C:21]([CH3:29])[CH:20]=3)[CH:13]=2)[CH:8]=1)[C:5]([CH3:31])([CH3:32])[C:4]([NH:39][OH:38])=[O:33] |f:1.2.3.4.5|. Procedure: 3-Hydroxy-2,2-dimethyl-3-[6-(2-methyl-quinolin-4-ylmethoxy)-naphthalen-2-yl]-propionic acid ethyl ester (1.35 g, 3.04 mmol) was added portion wise to a 50° C. solution of sodium methoxide/hydroxyl amine HCl/methanol ˜1.34 M (230 mL, 308 mmol) under nitrogen atmosphere. The reaction was stirred for 0.5 h, cooled to 0° C., made neutral with TFA, and concentrated in vacuo. The residue was taken up in water (800 mL) and the pH adjusted to 2–3 with TFA to give a solid precipitate. The product was pur...